Dataset: the Open Reaction Database (ORD), a public repository of structured organic reaction records. Task: describe an organic reaction: reactants, conditions, products, and yield Starting materials: C(=O)(O)C(C)OC1=NN(C=N1)C1=CC=CC=C1 (3-(1-carboxyethoxy)-1-phenyl-1,2,4-1H-triazole), S(=O)(Cl)Cl (thionyl chloride). Run in C1(=CC=CC=C1)C (toluene). Product: ClC(=O)C(C)OC1=NN(C=N1)C1=CC=CC=C1 (3-(1-chlorocarbonylethoxy)-1-phenyl-1,2,4-1H-triazole). RXN SMILES: [C:1]([CH:4]([O:6][C:7]1[N:11]=[CH:10][N:9]([C:12]2[CH:17]=[CH:16][CH:15]=[CH:14][CH:13]=2)[N:8]=1)[CH3:5])(O)=[O:2].S(Cl)([Cl:20])=O>C1(C)C=CC=CC=1>[Cl:20][C:1]([CH:4]([O:6][C:7]1[N:11]=[CH:10][N:9]([C:12]2[CH:17]=[CH:16][CH:15]=[CH:14][CH:13]=2)[N:8]=1)[CH3:5])=[O:2]. Procedure: A 22.8 g portion of the compound of Example 22 was suspended in 150 ml of toluene, and 49 ml of thionyl chloride was added. The mixture was heated under reflux for 2 hours, and was then cooled and evaporated under vacuum. One hundred ml of additional toluene was added and was removed under vacuum, and the residue was recrystallized from toluene.